Dataset: the Open Reaction Database (ORD), a public repository of structured organic reaction records. Task: describe an organic reaction: reactants, conditions, products, and yield Starting materials: CC(C)=O, CSc1scc[s+]1, CNC(Cc1ccccc1)C(=O)OC, [I-], O. The product is COC(=O)C(Cc1ccccc1)[N+](C)=c1sccs1, [I-]. Reaction SMILES: [CH3:1][C:2](=[O:3])[CH3:4].[CH3:20][S:21][c:22]1[s+:23][cH:24][cH:25][s:26]1.[CH3:5][O:6][C:7]([CH:8]([NH:9][CH3:10])[CH2:11][c:12]1[cH:13][cH:14][cH:15][cH:16][cH:17]1)=[O:18].[I-:19].[OH2:27]>>[CH3:5][O:6][C:7]([CH:8]([N+:9]([CH3:10])=[c:22]1[s:23][cH:24][cH:25][s:26]1)[CH2:11][c:12]1[cH:13][cH:14][cH:15][cH:16][cH:17]1)=[O:18].[I-:19].